This data is from the Open Reaction Database (ORD), a public repository of structured organic reaction records. The task is: describe an organic reaction: reactants, conditions, products, and yield Reactants: N1C(=CC2=CC=CC=C12)C(=O)NC1C(N(C2=C(C(=N1)C1=CC=CC=C1)C=CC=C2)CC=2N=C(SC2)NC(C)=O)=O ((3RS)-1,3-dihydro-3-(2-indolylcarbonylamino)-1-[(2-acetamidothiazol-4-yl) methyl]-5-phenyl-2H-1,4-benzodiazepine-2-one), CO (methanol), Cl (hydrochloric acid), aqueous solution, C([O-])(O)=O.[Na+] (sodium bicarbonate). The solvent is C(C)(=O)OCC (ethyl acetate), O (water), O1CCCC1 (tetrahydrofuran). Run at temperature 70 celsius, time 7 hour. Yields the product N1C(=CC2=CC=CC=C12)C(=O)NC1C(N(C2=C(C(=N1)C1=CC=CC=C1)C=CC=C2)CC=2N=C(SC2)N)=O ((3RS)-1,3-dihydro-3-(2-indolylcarbonylamino)-1-[(2-aminothiazol-4-yl)methyl]-5-phenyl-2H-1,4-benzodiazepine-2-one). As a reaction SMILES: [NH:1]1[C:9]2[C:4](=[CH:5][CH:6]=[CH:7][CH:8]=2)[CH:3]=[C:2]1[C:10]([NH:12][CH:13]1[N:19]=[C:18]([C:20]2[CH:25]=[CH:24][CH:23]=[CH:22][CH:21]=2)[C:17]2[CH:26]=[CH:27][CH:28]=[CH:29][C:16]=2[N:15]([CH2:30][C:31]2[N:32]=[C:33]([NH:36]C(=O)C)[S:34][CH:35]=2)[C:14]1=[O:40])=[O:11].CO.Cl.C(=O)(O)[O-].[Na+]>C(OCC)(=O)C.O.O1CCCC1>[NH:1]1[C:9]2[C:4](=[CH:5][CH:6]=[CH:7][CH:8]=2)[CH:3]=[C:2]1[C:10]([NH:12][CH:13]1[N:19]=[C:18]([C:20]2[CH:21]=[CH:22][CH:23]=[CH:24][CH:25]=2)[C:17]2[CH:26]=[CH:27][CH:28]=[CH:29][C:16]=2[N:15]([CH2:30][C:31]2[N:32]=[C:33]([NH2:36])[S:34][CH:35]=2)[C:14]1=[O:40])=[O:11] |f:3.4|. Reported procedure: A mixture of (3RS)-1,3-dihydro-3-(2-indolylcarbonylamino)-1-[(2-acetamidothiazol-4-yl) methyl]-5-phenyl-2H-1,4-benzodiazepine-2-one, methanol (13 ml), tetrahydrofuran (8 ml) and conc. hydrochloric acid (0.8 ml) was stirred for 7.0 hours at 70° C., cooled and adjusted to pH 7.0 with 5% aqueous solution of sodium bicarbonate. To the mixture were added water (100 ml) and ethyl acetate (100 ml) under cooling. The separated organic layer was washed with water, dried over magnesium sulfate and evapora... The reactants are CC1(C)c2ccsc2-c2sccc21, ClCCl, ClCCl, [K+], [K+], O=C([O-])[O-], CN(C)C=O, O=P(Cl)(Cl)Cl. Yields the product CC1(C)c2ccsc2-c2sc(C=O)cc21. As a reaction SMILES: [CH3:6][C:7]1([CH3:18])[c:8]2[c:9]([s:10][cH:11][cH:12]2)-[c:13]2[s:14][cH:15][cH:16][c:17]21.[Cl:25][CH2:26][Cl:27].[Cl:28][CH2:29][Cl:30].[K+:19].[K+:20].[O-:21][C:22]([O-:23])=[O:24].[O:31]=[CH:32][N:33]([CH3:34])[CH3:35].[P:1]([Cl:2])([Cl:3])([Cl:4])=[O:5]>>[CH3:6][C:7]1([CH3:18])[c:8]2[c:9]([s:10][c:11]([CH:22]=[O:21])[cH:12]2)-[c:13]2[s:14][cH:15][cH:16][c:17]21. Starting materials: F[B-](F)(F)F, CC(C)(C)c1ccc(CNCCc2ccccc2Cl)cc1, CCN(C(C)C)C(C)C, CN(C)C=O, O, CN(C)C(On1nnc2ccccc21)=[N+](C)C, O=C(O)c1cccc2cc[nH]c12. Product: CC(C)(C)c1ccc(CN(CCc2ccccc2Cl)C(=O)c2cccc3cc[nH]c23)cc1. Reaction SMILES: [B-:13]([F:14])([F:15])([F:16])[F:17].[C:44]([CH3:45])([CH3:46])([CH3:47])[c:48]1[cH:49][cH:50][c:51]([CH2:52][NH:53][CH2:54][CH2:55][c:56]2[c:57]([Cl:62])[cH:58][cH:59][cH:60][cH:61]2)[cH:63][cH:64]1.[CH:35]([N:36]([CH2:37][CH3:38])[CH:39]([CH3:40])[CH3:41])([CH3:42])[CH3:43].[O:65]=[CH:66][N:67]([CH3:68])[CH3:69].[OH2:70].[n:18]1([O:19][C:20]([N:21]([CH3:22])[CH3:23])=[N+:24]([CH3:25])[CH3:26])[c:27]2[cH:28][cH:29][cH:30][cH:31][c:32]2[n:33][n:34]1.[nH:1]1[cH:2][cH:3][c:4]2[cH:5][cH:6][cH:7][c:8]([C:10](=[O:11])[OH:12])[c:9]12>>[nH:1]1[cH:2][cH:3][c:4]2[cH:5][cH:6][cH:7][c:8]([C:10](=[O:12])[N:53]([CH2:52][c:51]3[cH:50][cH:49][c:48]([C:44]([CH3:45])([CH3:46])[CH3:47])[cH:64][cH:63]3)[CH2:54][CH2:55][c:56]3[c:57]([Cl:62])[cH:58][cH:59][cH:60][cH:61]3)[c:9]12. Run at time 2 hour. The product is Cl.C1(CCCC1)C1=CC(=C2C(=N1)CCC2)NC2=CC=C(C=C2)CC(=O)N (2-(4-((2-Cyclopentyl-6,7-dihydro-5H-cyclopenta[b]pyridin-4-yl)amino)phenyl)acetamide hydrochloride). Starting materials: Cl.C1(=CCCC1)C1=CC(=C2C(=N1)CCC2)NC2=CC=C(C=C2)CC(=O)N (2-(4-((2-(cyclopent-1-en-1-yl)-6,7-dihydro-5H-cyclopenta[b]pyridin-4-yl)amino)phenyl)acetamide hydrochloride). Isolated yield 97.8%. As a reaction SMILES: [ClH:1].[C:2]1([C:7]2[N:12]=[C:11]3[CH2:13][CH2:14][CH2:15][C:10]3=[C:9]([NH:16][C:17]3[CH:22]=[CH:21][C:20]([CH2:23][C:24]([NH2:26])=[O:25])=[CH:19][CH:18]=3)[CH:8]=2)[CH2:6][CH2:5][CH2:4][CH:3]=1>C(O)C.[Pd]>[ClH:1].[CH:2]1([C:7]2[N:12]=[C:11]3[CH2:13][CH2:14][CH2:15][C:10]3=[C:9]([NH:16][C:17]3[CH:22]=[CH:21][C:20]([CH2:23][C:24]([NH2:26])=[O:25])=[CH:19][CH:18]=3)[CH:8]=2)[CH2:3][CH2:4][CH2:5][CH2:6]1 |f:0.1,4.5|. The reagents and catalysts are [Pd] (palladium on carbon). Run in C(C)O (ethanol). Procedure: To a solution of 2-(4-((2-(cyclopent-1-en-1-yl)-6,7-dihydro-5H-cyclopenta[b]pyridin-4-yl)amino)phenyl)acetamide hydrochloride (0.042 g, 0.11 mmol) in ethanol (10 mL) was added 10% palladium on carbon (0.005 g). The mixture stirred at rt for 2 h under an atmosphere of hydrogen. After this time, the mixture was filtered over celite, concentrated, and the residue converted to the hydrochloride salt to afford the title compound (0.040 g, 95%) as a white solid. MW=420.38. 1H NMR (DMSO-d6, 500 MHz) δ ... Reaction conditions: temperature 100 celsius, time 2 hour. Procedure details: 10.09 g (66.84 mmol) of 2-bromomalonaldehyde are added to a solution of 15.00 g (55.70 mmol) of 1-(2-fluorobenzyl)-1H-pyrazolo[3,4-b]pyridine-3-carboximidamide (example I, step 5) in 200 ml of glacial acetic acid and stirring at 100° C. for 2 hours. The solvent is removed in vacuo. The residue is purified by chromatography on silica gel (eluent: DCM/methanol 40:1 to 30:1). 9.51 g (44% of theory) of the product are obtained. The solvent is C(C)(=O)O (acetic acid). Product: BrC=1C=NC(=NC1)C1=NN(C2=NC=CC=C21)CC2=C(C=CC=C2)F (3-(5-Bromo-2-pyrimidinyl)-1-(2-fluorobenzyl)-1H-pyrazolo[3,4-b]pyridine). Reaction SMILES: [Br:1][CH:2]([CH:5]=O)[CH:3]=O.[F:7][C:8]1[CH:26]=[CH:25][CH:24]=[CH:23][C:9]=1[CH2:10][N:11]1[C:15]2=[N:16][CH:17]=[CH:18][CH:19]=[C:14]2[C:13]([C:20](=[NH:22])[NH2:21])=[N:12]1>C(O)(=O)C>[Br:1][C:2]1[CH:5]=[N:21][C:20]([C:13]2[C:14]3[C:15](=[N:16][CH:17]=[CH:18][CH:19]=3)[N:11]([CH2:10][C:9]3[CH:23]=[CH:24][CH:25]=[CH:26][C:8]=3[F:7])[N:12]=2)=[N:22][CH:3]=1. The reactants are BrC(C=O)C=O (2-bromomalonaldehyde), FC1=C(CN2N=C(C=3C2=NC=CC3)C(N)=N)C=CC=C1 (1-(2-Fluorobenzyl)-1H-pyrazolo[3,4-b]pyridine-3-carboximidamide).